From a dataset of the Open Reaction Database (ORD), a public repository of structured organic reaction records. describe an organic reaction: reactants, conditions, products, and yield The reactants are FC=1C=C2C(=NNC2=CC1)C=O (5-fluoro-1H-indazole-3-carbaldehyde), CNC(=O)C1=NC=CC(=C1)OC1=CC(=C(C=C1)NC)N (4-(3-amino-4-methylamino-phenoxy)-pyridine-2-carboxylic acid methylamide). The product is CNC(=O)C1=NC=CC(=C1)OC1=CC2=C(N(C(=N2)C2=NNC3=CC=C(C=C23)F)C)C=C1 (4-[2-(5-Fluoro-1H-indazol-3-yl)-1-methyl-1H-benzoimidazol-5-yloxy]-pyridine-2-carboxylic acid methylamide). As a reaction SMILES: [F:1][C:2]1[CH:3]=[C:4]2[C:8](=[CH:9][CH:10]=1)[NH:7][N:6]=[C:5]2[CH:11]=O.[CH3:13][NH:14][C:15]([C:17]1[CH:22]=[C:21]([O:23][C:24]2[CH:29]=[CH:28][C:27]([NH:30][CH3:31])=[C:26]([NH2:32])[CH:25]=2)[CH:20]=[CH:19][N:18]=1)=[O:16]>>[CH3:13][NH:14][C:15]([C:17]1[CH:22]=[C:21]([O:23][C:24]2[CH:29]=[CH:28][C:27]3[N:30]([CH3:31])[C:11]([C:5]4[C:4]5[C:8](=[CH:9][CH:10]=[C:2]([F:1])[CH:3]=5)[NH:7][N:6]=4)=[N:32][C:26]=3[CH:25]=2)[CH:20]=[CH:19][N:18]=1)=[O:16]. Reported procedure: The title compound was synthesized from 5-fluoro-1H-indazole-3-carbaldehyde and 4-(3-amino-4-methylamino-phenoxy)-pyridine-2-carboxylic acid methylamide as described above in Example 4. LC/MS (m/z) 417.4 (MH+), Rt 3.62 minutes. The reactants are C1(=CC=CC=C1)C=1C(=NC=2N(C1)C=CN2)C2=CC=C(C=O)C=C2 (4-(6-phenylimidazo[1,2-a]pyrimidin-7-yl)benzaldehyde), Cl.N1CCC(CC1)C1=NC=2C(=NC=CC2)N1 (2-piperidine-4-yl-3H-imidazo[4,5-b]pyridine hydrochloride salt). Yields the product C1(=CC=CC=C1)C=1C(=NC=2N(C1)C=CN2)C2=CC=C(CN1CCC(CC1)C1=NC=3C(=NC=CC3)N1)C=C2 (2-{1-[4-(6-phenyl-imidazo[1,2-a]pyrimidin-7-yl)-benzyl]-piperidin-4-yl}-3H-imidazo[4,5-b]pyridine). Isolated yield 68.4%. Reaction SMILES: [C:1]1([C:7]2[C:8]([C:16]3[CH:23]=[CH:22][C:19]([CH:20]=O)=[CH:18][CH:17]=3)=[N:9][C:10]3[N:11]([CH:13]=[CH:14][N:15]=3)[CH:12]=2)[CH:6]=[CH:5][CH:4]=[CH:3][CH:2]=1.Cl.[NH:25]1[CH2:30][CH2:29][CH:28]([C:31]2[NH:39][C:34]3=[N:35][CH:36]=[CH:37][CH:38]=[C:33]3[N:32]=2)[CH2:27][CH2:26]1>>[C:1]1([C:7]2[C:8]([C:16]3[CH:23]=[CH:22][C:19]([CH2:20][N:25]4[CH2:26][CH2:27][CH:28]([C:31]5[NH:39][C:34]6=[N:35][CH:36]=[CH:37][CH:38]=[C:33]6[N:32]=5)[CH2:29][CH2:30]4)=[CH:18][CH:17]=3)=[N:9][C:10]3[N:11]([CH:13]=[CH:14][N:15]=3)[CH:12]=2)[CH:6]=[CH:5][CH:4]=[CH:3][CH:2]=1 |f:1.2|. Procedure: By reacting 150 mg (0.5 mmol) 4-(6-phenylimidazo[1,2-a]pyrimidin-7-yl)benzaldehyde with 122 mg (0.6 mmol) 2-piperidine-4-yl-3H-imidazo[4,5-b]pyridine hydrochloride salt as described in example 6.0 the desired compound (166 mg) was obtained after purification on silicagel. Reactants: N(C1=CC=CC=C1)C1=NC(=NC=C1Br)NC1=CC=C(C=C1)OCC1CO1 (4-Anilino-5-bromo-2-[4-(2,3-epoxypropoxy)anilino]pyrimidine), CN(N)C (N,N-Dimethylhydrazine). Solvent: C1CCOC1 (THF). Conditions: temperature 100 celsius. Product: N(C1=CC=CC=C1)C1=NC(=NC=C1Br)NC1=CC=C(C=C1)OCC(CNN(C)C)O (4-Anilino-5-bromo-2-{4-[2-hydroxy-3-(N′,N′-dimethylhydrazino)propoxy]anilino}pyrimidine). Yield: 73.1%. As a reaction SMILES: [NH:1]([C:8]1[C:13]([Br:14])=[CH:12][N:11]=[C:10]([NH:15][C:16]2[CH:21]=[CH:20][C:19]([O:22][CH2:23][CH:24]3[O:26][CH2:25]3)=[CH:18][CH:17]=2)[N:9]=1)[C:2]1[CH:7]=[CH:6][CH:5]=[CH:4][CH:3]=1.[CH3:27][N:28]([CH3:30])[NH2:29]>C1COCC1>[NH:1]([C:8]1[C:13]([Br:14])=[CH:12][N:11]=[C:10]([NH:15][C:16]2[CH:17]=[CH:18][C:19]([O:22][CH2:23][CH:24]([OH:26])[CH2:25][NH:29][N:28]([CH3:30])[CH3:27])=[CH:20][CH:21]=2)[N:9]=1)[C:2]1[CH:7]=[CH:6][CH:5]=[CH:4][CH:3]=1. Reported procedure: 4-Anilino-5-bromo-2-[4-(2,3-epoxypropoxy)anilino]pyrimidine (Method 3, 100 mg, 0.24 mmol) was dissolved in THF (1 ml). N,N-Dimethylhydrazine (148 mg, 2.42 mmol) was added and the mixture was heated at 100° C. for 1 hour. Volatile material was removed by evaporation and the residue was triturated with diethyl ether (2 ml) to give the product as a yellow solid (83 mg, 74%). MS (MH+): 473, 475; HPLC (RT): 3.37.